From a dataset of the Open Reaction Database (ORD), a public repository of structured organic reaction records. describe an organic reaction: reactants, conditions, products, and yield The product is C(C)OC=CC(C(F)(F)F)=O (4-ethoxy-1,1,1-trifluoro-3-buten-2-one). Procedure: In 150 ml of methylene chloride, 21 ml (0.22 mol) of ethyl vinyl ether and 26.1 g (0.33 mol) of pyridine were dissolved, and 43.8 g (0.33 mol) of trifluoroacetyl chloride was blown into this solution over a period of 30 minutes at room temperature. The mixture was further stirred at room temperature for 2.5 hours. Then, the reaction solution was extracted by an addition of 100 ml of methylene chloride and 100 ml of ice water. The reactants are C(=C)OCC (ethyl vinyl ether), N1=CC=CC=C1 (pyridine), FC(C(=O)Cl)(F)F (trifluoroacetyl chloride). As a reaction SMILES: [CH:1]([O:3][CH2:4][CH3:5])=[CH2:2].N1C=CC=CC=1.[F:12][C:13]([F:18])([F:17])[C:14](Cl)=[O:15]>C(Cl)Cl>[CH2:1]([O:3][CH:4]=[CH:5][C:14](=[O:15])[C:13]([F:18])([F:17])[F:12])[CH3:2]. Reaction conditions: time 2.5 hour. Run in C(Cl)Cl (methylene chloride). The reactants are Pd2(dibenzylideneacetone)3, C(C)(C)(C)P(C1=C(C=CC=C1)C1=CC=CC=C1)C(C)(C)C (2-(di-tert-butylphosphino)biphenyl), [O-]P(=O)([O-])[O-].[K+].[K+].[K+] (K3PO4), C(C)OC(C(CC1=NN(C(=C1)C1=CC=C(C=C1)Br)C1=CC=C(C=C1)C)C=1C=C(C=CC1)C)=O (3-[5-(4-bromo-phenyl)-1-p-tolyl-1H-pyrazol-3-yl]-2-m-tolyl-propionic acid ethyl ester), C(C=C)N (allylamine). Solvent: C1(=CC=CC=C1)C (toluene), O (water), C(C)(=O)OCC (Ethyl acetate). Run at temperature 110 celsius, time 12 hour. Yields the product C(C)OC(C(CC1=NN(C(=C1)C1=CC=C(C=C1)NCC=C)C1=CC=C(C=C1)C)C=1C=C(C=CC1)C)=O (3-[5-(4-Allylamino-phenyl)-1-p-tolyl-1H-pyrazol-3-yl]-2-m-tolyl-propionic acid ethyl ester). Yield: 46.9%. Reaction SMILES: C(P(C(C)(C)C)C1C=CC=CC=1C1C=CC=CC=1)(C)(C)C.[O-]P([O-])([O-])=O.[K+].[K+].[K+].[CH2:30]([O:32][C:33](=[O:62])[CH:34]([C:55]1[CH:56]=[C:57]([CH3:61])[CH:58]=[CH:59][CH:60]=1)[CH2:35][C:36]1[CH:40]=[C:39]([C:41]2[CH:46]=[CH:45][C:44](Br)=[CH:43][CH:42]=2)[N:38]([C:48]2[CH:53]=[CH:52][C:51]([CH3:54])=[CH:50][CH:49]=2)[N:37]=1)[CH3:31].[CH2:63]([NH2:66])[CH:64]=[CH2:65]>C1(C)C=CC=CC=1.O.C(OCC)(=O)C>[CH2:30]([O:32][C:33](=[O:62])[CH:34]([C:55]1[CH:56]=[C:57]([CH3:61])[CH:58]=[CH:59][CH:60]=1)[CH2:35][C:36]1[CH:40]=[C:39]([C:41]2[CH:46]=[CH:45][C:44]([NH:66][CH2:63][CH:64]=[CH2:65])=[CH:43][CH:42]=2)[N:38]([C:48]2[CH:53]=[CH:52][C:51]([CH3:54])=[CH:50][CH:49]=2)[N:37]=1)[CH3:31] |f:1.2.3.4|. Procedure details: To a mixture of Pd2(dibenzylideneacetone)3 (4 mg, 0.004 mmol, 1 mol %), 2-(di-tert-butylphosphino)biphenyl (6 mg, 0.02 mmol, 5 mol %) and K3PO4 (130 mg, 0.61 mmol, 1.5 equiv) was added a solution of 3-[5-(4-bromo-phenyl)-1-p-tolyl-1H-pyrazol-3-yl]-2-m-tolyl-propionic acid ethyl ester (Example 77, Step C; 200 mg, 0.4 mmol) in toluene (0.6 mL) followed by allylamine (0.030 mL, 0.48 mmol, 1.2 equiv). The resulting mixture was stirred at 110° C. for 12 h and then cooled to room temperature. Ethyl ac... The reactants are ClC1=CC=C(C=C1)S(=O)(=O)N1C2C(C(CC1CCC2)=O)=CO (9-(4-chlorophenylsulfonyl)-2-(hydroxymethylene)-9-azabicyclo[3.3.1]nonan-3-one), S(=O)(=O)(O)O.NC=1NC=CN1 (2-aminoimidazole sulfate). Product: ClC1=CC=C(C=C1)S(=O)(=O)N1C2C=3C=NC4=NC=CN4C3CC1CCC2 (16-(4-Chloro-benzenesulfonyl)-4,6,9,16-tetraaza-tetracyclo[10,3,1,02,10,05,9]hexadeca-2(10),3,5,7-tetraene). Reaction SMILES: [Cl:1][C:2]1[CH:7]=[CH:6][C:5]([S:8]([N:11]2[CH:16]3[CH2:17][CH2:18][CH2:19][CH:12]2[C:13](=[CH:21]O)[C:14](=O)[CH2:15]3)(=[O:10])=[O:9])=[CH:4][CH:3]=1.S(O)(O)(=O)=O.[NH2:28][C:29]1[NH:30][CH:31]=[CH:32][N:33]=1>>[Cl:1][C:2]1[CH:7]=[CH:6][C:5]([S:8]([N:11]2[CH:16]3[CH2:17][CH2:18][CH2:19][CH:12]2[C:13]2[CH:21]=[N:28][C:29]4[N:33]([C:14]=2[CH2:15]3)[CH:32]=[CH:31][N:30]=4)(=[O:10])=[O:9])=[CH:4][CH:3]=1 |f:1.2|. Reported procedure: Prepared as described in Example 5 using 9-(4-chlorophenylsulfonyl)-2-(hydroxymethylene)-9-azabicyclo[3.3.1]nonan-3-one which was prepared as described in Example 34 and 2-aminoimidazole sulfate. As a reaction SMILES: [C:32]([O:33][CH2:34][CH3:35])(=[O:36])[CH3:37].[CH3:38][CH2:39][CH2:40][CH2:41][CH2:42][CH2:43][CH3:44].[Cl:1][c:2]1[cH:3][c:4]([N:27]([CH3:28])[CH:29]2[CH2:30][CH2:31]2)[c:5]([NH:9][C:10]([c:11]2[cH:12][n:13][cH:14][cH:15][c:16]2[O:17][c:18]2[c:19]([Cl:25])[cH:20][cH:21][c:22]([Cl:24])[cH:23]2)=[O:26])[cH:6][c:7]1[F:8]>>[Cl:1][c:2]1[cH:3][c:4]([N:27]([CH3:28])[CH:29]2[CH2:30][CH2:31]2)[c:5]([N:9]([C:10]([c:11]2[cH:12][n:13][cH:14][cH:15][c:16]2[O:17][c:18]2[c:19]([Cl:25])[cH:20][cH:21][c:22]([Cl:24])[cH:23]2)=[O:26])[CH3:32])[cH:6][c:7]1[F:8]. Starting materials: CCOC(C)=O, CCCCCCC, CN(c1cc(Cl)c(F)cc1NC(=O)c1cnccc1Oc1cc(Cl)ccc1Cl)C1CC1. The product is CN(C(=O)c1cnccc1Oc1cc(Cl)ccc1Cl)c1cc(F)c(Cl)cc1N(C)C1CC1. Reactants: NC1=NC(=CC(=N1)OC)CSC(=S)OCC (2-amino-4-methoxy-6-ethoxythiocarbonylthiomethyl-pyrimidine), COC(=O)C1=C(C=CC=C1)S(=O)(=O)N=C=O (2-methoxycarbonylphenylsulfonylisocyanate). The solvent is C(C)#N (acetonitrile). Product: COC(=O)C1=C(C=CC=C1)S(=O)(=O)NC(=O)NC1=NC(=CC(=N1)OC)CSC(=S)OCC (N-(2-Methoxycarbonylphenyl-sulfonyl)-N'-(4-methoxy-6-ethoxythiocarbonylthiomethyl-pyrimidin-2-yl)-urea). As a reaction SMILES: [NH2:1][C:2]1[N:7]=[C:6]([O:8][CH3:9])[CH:5]=[C:4]([CH2:10][S:11][C:12]([O:14][CH2:15][CH3:16])=[S:13])[N:3]=1.[CH3:17][O:18][C:19]([C:21]1[CH:26]=[CH:25][CH:24]=[CH:23][C:22]=1[S:27]([N:30]=[C:31]=[O:32])(=[O:29])=[O:28])=[O:20]>C(#N)C>[CH3:17][O:18][C:19]([C:21]1[CH:26]=[CH:25][CH:24]=[CH:23][C:22]=1[S:27]([NH:30][C:31]([NH:1][C:2]1[N:7]=[C:6]([O:8][CH3:9])[CH:5]=[C:4]([CH2:10][S:11][C:12]([O:14][CH2:15][CH3:16])=[S:13])[N:3]=1)=[O:32])(=[O:28])=[O:29])=[O:20]. Procedure details: 7.0 g of 2-amino-4-methoxy-6-ethoxythiocarbonylthiomethyl-pyrimidine and 6.5 g of 2-methoxycarbonylphenylsulfonylisocyanate are suspended in 20 ml of abs. acetonitrile, and the suspension is stirred at 20° to 26° C. for 2 hours. A clear solution is firstly formed during this time, and the final product subsequently crystallises out. To isolate the final product, the reaction mixture is cooled to 0° C. and then filtered. The yield is 9.0 g (67% of theory) of N-(2-methoxycarbonylphenyl-sulfonyl)-N... Starting materials: CN1N=NN=C1SCCCN1C(C=2C(C1=O)=CC=CC2)=O (1-Methyl-5-[3-(phthalimido)propylthio]-1,2,3,4-tetrazole), O.NN (hydrazine hydrate). The solvent is C(C)O (ethanol). Yields the product CN1N=NN=C1SCCCN (1-Methyl-5-(3-aminopropylthio)-1,2,3,4-tetrazole). Yield: 50.0%. RXN SMILES: [CH3:1][N:2]1[C:6]([S:7][CH2:8][CH2:9][CH2:10][N:11]2C(=O)C3=CC=CC=C3C2=O)=[N:5][N:4]=[N:3]1.O.NN>C(O)C>[CH3:1][N:2]1[C:6]([S:7][CH2:8][CH2:9][CH2:10][NH2:11])=[N:5][N:4]=[N:3]1 |f:1.2|. Procedure details: 1-Methyl-5-[3-(phthalimido)propylthio]-1,2,3,4-tetrazole (3.5 g) is dissolved in ethanol (50 ml). To the mixture is added hydrazine hydrate (85%, 2 g) and the mixture is refluxed for 1 hour. After cooling, the precipitate is filtered off and ethanol is distilled off. The residue is dissolved in ethyl acetate and dried over magnesium sulfate. Ethyl acetate is distilled off, and then the residue is purified by column chromatography (Alminium oxide 60, made by Merk & Co.), followed by eluting with ... Reactants: CN1CCOCC1, CCc1[nH]c(C(=O)O)nc1Cl, COC(=O)c1sc(N2CCC(N)C(OC)C2)cc1C, On1nnc2ccccc21. The product is CCc1[nH]c(C(=O)NC2CCN(c3cc(C)c(C(=O)OC)s3)CC2OC)nc1Cl. As a reaction SMILES: [CH3:41][N:42]1[CH2:43][CH2:44][O:45][CH2:46][CH2:47]1.[Cl:20][c:21]1[n:22][c:23]([C:28](=[O:29])[OH:30])[nH:24][c:25]1[CH2:26][CH3:27].[NH2:1][CH:2]1[CH:3]([O:18][CH3:19])[CH2:4][N:5]([c:8]2[cH:9][c:10]([CH3:17])[c:11]([C:13](=[O:14])[O:15][CH3:16])[s:12]2)[CH2:6][CH2:7]1.[OH:31][n:32]1[c:33]2[cH:34][cH:35][cH:36][cH:37][c:38]2[n:39][n:40]1>>[NH:1]([CH:2]1[CH:3]([O:18][CH3:19])[CH2:4][N:5]([c:8]2[cH:9][c:10]([CH3:17])[c:11]([C:13](=[O:14])[O:15][CH3:16])[s:12]2)[CH2:6][CH2:7]1)[C:28]([c:23]1[n:22][c:21]([Cl:20])[c:25]([CH2:26][CH3:27])[nH:24]1)=[O:29].